From a dataset of the Open Reaction Database (ORD), a public repository of structured organic reaction records. describe an organic reaction: reactants, conditions, products, and yield Starting materials: Br, COCCn1c(=N)sc2ccccc21, O=C(O)CCCc1cccs1. The product is COCCn1c(=NC(=O)CCCc2cccs2)sc2ccccc21. As a reaction SMILES: [BrH:1].[CH3:2][O:3][CH2:4][CH2:5][n:6]1[c:7](=[NH:15])[s:8][c:9]2[c:10]1[cH:11][cH:12][cH:13][cH:14]2.[s:16]1[c:17]([CH2:21][CH2:22][CH2:23][C:24](=[O:25])[OH:26])[cH:18][cH:19][cH:20]1>>[CH3:2][O:3][CH2:4][CH2:5][n:6]1[c:7](=[N:15][C:24]([CH2:23][CH2:22][CH2:21][c:17]2[s:16][cH:20][cH:19][cH:18]2)=[O:25])[s:8][c:9]2[c:10]1[cH:11][cH:12][cH:13][cH:14]2. The reactants are CC1=NN=C2N1C1=CC=CC=C1C(=C2)C2=C(C=CC=C2)Cl (1-methyl-5-(o-chlorophenyl)-s-triazolo[4,3-a]quinoline), I(=O)(=O)(=O)[O-].[Na+] (sodium periodate). Reagents/catalysts: [Ru](=O)=O (ruthenium dioxide). Product: ClC1=C(C=CC=C1)C(C1=C(C=CC=C1)N1C(=NN=C1)C)=O (2'-chloro-2-(3-methyl-4H-1,2,4-triazol-4-yl)benzophenone). Reaction SMILES: [CH3:1][C:2]1[N:6]2[C:7]3[C:12]([C:13]([C:15]4[CH:20]=[CH:19][CH:18]=[CH:17][C:16]=4[Cl:21])=C[C:5]2=[N:4][N:3]=1)=[CH:11][CH:10]=[CH:9][CH:8]=3.I([O-])(=O)(=O)=[O:23].[Na+]>[Ru](=O)=O>[Cl:21][C:16]1[CH:17]=[CH:18][CH:19]=[CH:20][C:15]=1[C:13](=[O:23])[C:12]1[CH:11]=[CH:10][CH:9]=[CH:8][C:7]=1[N:6]1[CH:5]=[N:4][N:3]=[C:2]1[CH3:1] |f:1.2|. Reported procedure: In the manner given in Example 3, 1-methyl-5-(o-chlorophenyl)-s-triazolo[4,3-a]quinoline is oxidized at low temperature with sodium periodate and ruthenium dioxide to give 2'-chloro-2-(3-methyl-4H-1,2,4-triazol-4-yl)benzophenone.